Task: describe an organic reaction: reactants, conditions, products, and yield. Dataset: the Open Reaction Database (ORD), a public repository of structured organic reaction records The reactants are 4′-methoxybutyryl phenone, [(CH3)2Si]2NLi, C(CC(O)(C(=O)O)CC(=O)O)(=O)O (citric acid), C(C1=CC=C(C=C1)OC)(=O)Cl (p-anisoyl chloride). Solvent: C1CCOC1 (THF). Conditions: temperature -78 celsius, time 1 hour. The product is COC1=CC=C(C=C1)C(C(C(=O)C1=CC=C(C=C1)OC)CC)=O (1,3-bis(4-methoxyphenyl)-2-ethylpropane-1,3-dione). As a reaction SMILES: [C:1](Cl)(=[O:10])[C:2]1[CH:7]=[CH:6][C:5]([O:8][CH3:9])=[CH:4][CH:3]=1.[C:12](O)(=O)[CH2:13][C:14]([CH2:19][C:20](O)=O)([C:16]([OH:18])=O)O>C1COCC1>[CH3:9][O:8][C:5]1[CH:6]=[CH:7][C:2]([C:1](=[O:10])[CH:1]([CH2:2][CH3:3])[C:16]([C:14]2[CH:13]=[CH:12][C:5]([O:8][CH3:9])=[CH:20][CH:19]=2)=[O:18])=[CH:3][CH:4]=1. Reported procedure: To a solution of 4′-methoxybutyryl phenone (1.0 equiv.) in THF at −78° C. was added dropwise 1.5 equiv. of [(CH3)2Si]2NLi. The solution was stirred for 1 h at −78° C., followed by addition of 1.2 equiv. of p-anisoyl chloride. The reaction mixture was stirred for 10 min at −78° C. and then for 22 h at rt, acidified with 10% citric acid, and extracted with EtOAc. The combined organic layers were washed with water and dried over Na2SO4. Removal of solvent in vacuo provided a crude solid which was p... Procedure: 61 mg. of 1-(3-trifluoromethyl-4-chlorophenyl)-5-imino-4,4-dimethyl-2-imidazolidinone are dissolved in 4 ml. of 0.1-N aqueous hydrochloric acid, and 2 ml. of water are added. The white needles which gradually precipitate are removed by filtration after 20 hours, washed with water and dried under greatly reduced pressure at 65° for 2 hours. 3-(3-trifluoromethyl-4-chlorophenyl)-5,5-dimethylhydantoin, which melts at 156°-157.5°, is obtained. RXN SMILES: [F:1][C:2]([F:20])([F:19])[C:3]1[CH:4]=[C:5]([N:10]2[C:14](=N)[C:13]([CH3:17])([CH3:16])[NH:12][C:11]2=[O:18])[CH:6]=[CH:7][C:8]=1[Cl:9].Cl.[OH2:22]>>[F:1][C:2]([F:20])([F:19])[C:3]1[CH:4]=[C:5]([N:10]2[C:14](=[O:22])[C:13]([CH3:17])([CH3:16])[NH:12][C:11]2=[O:18])[CH:6]=[CH:7][C:8]=1[Cl:9]. Reactants: FC(C=1C=C(C=CC1Cl)N1C(NC(C1=N)(C)C)=O)(F)F (1-(3-trifluoromethyl-4-chlorophenyl)-5-imino-4,4-dimethyl-2-imidazolidinone), O (water), 0.1-N, Cl (hydrochloric acid). Product: FC(C=1C=C(C=CC1Cl)N1C(NC(C1=O)(C)C)=O)(F)F (3-(3-trifluoromethyl-4-chlorophenyl)-5,5-dimethylhydantoin). The reactants are OC[C@@H]1CC[C@H](CC1)C(=O)O (trans-4-(hydroxymethyl)cyclohexanecarboxylic acid), S(O)(O)(=O)=O (sulfuric acid), C(C)O (ethanol). The product is C(C)OC(=O)[C@@H]1CC[C@H](CC1)CO (trans-4-Hydroxymethyl-cyclohexanecarboxylic acid ethyl ester). Yield: 98.1%. RXN SMILES: [OH:1][CH2:2][C@H:3]1[CH2:8][CH2:7][C@H:6]([C:9]([OH:11])=[O:10])[CH2:5][CH2:4]1.S(=O)(=O)(O)O.[CH2:17](O)[CH3:18]>>[CH2:17]([O:10][C:9]([C@H:6]1[CH2:5][CH2:4][C@H:3]([CH2:2][OH:1])[CH2:8][CH2:7]1)=[O:11])[CH3:18]. Procedure: To a solution of cis/trans-4-(hydroxymethyl)cyclohexanecarboxylic acid (10.0 g, 63.2 mmol) in ethanol (316 ml) was added a catalytic amount of sulfuric acid. The reaction mixture was heated at reflux for 20 h. The solvent was evaporated. The residue was partitioned between ethyl acetate (150 ml) and 2 M aqueous sodium carbonate solution (100 ml). The aqueous layer was separated. The organic layer was washed with one 100-ml portion of water and one 50-ml portion of brine. The combined aqueous lay... Reactants: CCOC(C)=O, CSc1ncc2cc(-c3cc(-c4nnc(CC(C)C)o4)ccc3C)c(=O)n(C3CCCC3)c2n1, ClCCl, O=C(OO)c1cccc(Cl)c1. Yields the product Cc1ccc(-c2nnc(CC(C)C)o2)cc1-c1cc2cnc(S(C)=O)nc2n(C2CCCC2)c1=O. RXN SMILES: [CH3:49][CH2:50][O:51][C:52](=[O:53])[CH3:54].[CH:1]1([n:6]2[c:7](=[O:34])[c:8](-[c:18]3[c:19]([CH3:33])[cH:20][cH:21][c:22](-[c:24]4[o:25][c:26]([CH2:29][CH:30]([CH3:31])[CH3:32])[n:27][n:28]4)[cH:23]3)[cH:9][c:10]3[c:11]2[n:12][c:13]([S:16][CH3:17])[n:14][cH:15]3)[CH2:2][CH2:3][CH2:4][CH2:5]1.[Cl:46][CH2:47][Cl:48].[OH:35][O:36][C:37]([c:38]1[cH:39][c:40]([Cl:41])[cH:42][cH:43][cH:44]1)=[O:45]>>[CH:1]1([n:6]2[c:7](=[O:34])[c:8](-[c:18]3[c:19]([CH3:33])[cH:20][cH:21][c:22](-[c:24]4[o:25][c:26]([CH2:29][CH:30]([CH3:31])[CH3:32])[n:27][n:28]4)[cH:23]3)[cH:9][c:10]3[c:11]2[n:12][c:13]([S:16]([CH3:17])=[O:35])[n:14][cH:15]3)[CH2:2][CH2:3][CH2:4][CH2:5]1. Starting materials: NC1=CC=C(C=CC2=NNC(CC3=C2C=C(C(=C3)OC)OC)C)C=C1 (1-(4-aminostyryl)-4-methyl-7,8-dimethoxy-3,4-dihydro-5H-2,3-benzodiazepine). The solvent is C(C)(=O)OC(C)=O (acetic anhydride). Run at time 1 hour. Product: C(C)(=O)NC1=CC=C(C=CC2=NN(C(CC3=C2C=C(C(=C3)OC)OC)C)C(C)=O)C=C1 (1-(4-Acetylaminostyryl)-3-acetyl-4-methyl-7,8-dimethoxy-3,4-dihydro-5H-2,3-benzodiazepine). Isolated yield 142.8%. RXN SMILES: [NH2:1][C:2]1[CH:25]=[CH:24][C:5]([CH:6]=[CH:7][C:8]2[C:14]3[CH:15]=[C:16]([O:21][CH3:22])[C:17]([O:19][CH3:20])=[CH:18][C:13]=3[CH2:12][CH:11]([CH3:23])[NH:10][N:9]=2)=[CH:4][CH:3]=1>C(OC(=O)C)(=O)C>[C:17]([NH:1][C:2]1[CH:25]=[CH:24][C:5]([CH:6]=[CH:7][C:8]2[C:14]3[CH:15]=[C:16]([O:21][CH3:22])[C:17]([O:19][CH3:20])=[CH:18][C:13]=3[CH2:12][CH:11]([CH3:23])[N:10]([C:16](=[O:21])[CH3:15])[N:9]=2)=[CH:4][CH:3]=1)(=[O:19])[CH3:18]. Reported procedure: 1.2 g (3.56,mmoles) of 1-(4-aminostyryl)-4-methyl-7,8-dimethoxy-3,4-dihydro-5H-2,3-benzodiazepine prepared according to Example 33 is suspended in 6 ml of acetic anhydride. The suspension is stirred for 1 hour at room temperature. In the meantime the starting compound gets dissolved, the end-product begins to separate and the reaction mixture gets thick. The separated product is filtered off, washed three times with 15 ml each of diethyl ether and dried at a temperature between 80° C. and 100° C... The reactants are ClCC1=NC2=CC(=C(C=C2C(=N1)C1=CC(=C(C=C1)OC)OC)OC)OC (2-chloromethyl-4- (3,4-dimethoxyphenyl ) -6,7-dimethoxyquinazoline), NC1=CC=CC=C1 (aniline). The product is N(C1=CC=CC=C1)CC1=NC2=CC(=C(C=C2C(=N1)C1=CC(=C(C=C1)OC)OC)OC)OC (2-anilinomethyl-4-(3,4-dimethoxyphenyl)-6,7-dimethoxyquinazoline). Reaction SMILES: Cl[CH2:2][C:3]1[N:12]=[C:11]([C:13]2[CH:18]=[CH:17][C:16]([O:19][CH3:20])=[C:15]([O:21][CH3:22])[CH:14]=2)[C:10]2[C:5](=[CH:6][C:7]([O:25][CH3:26])=[C:8]([O:23][CH3:24])[CH:9]=2)[N:4]=1.[NH2:27][C:28]1[CH:33]=[CH:32][CH:31]=[CH:30][CH:29]=1>>[NH:27]([CH2:2][C:3]1[N:12]=[C:11]([C:13]2[CH:18]=[CH:17][C:16]([O:19][CH3:20])=[C:15]([O:21][CH3:22])[CH:14]=2)[C:10]2[C:5](=[CH:6][C:7]([O:25][CH3:26])=[C:8]([O:23][CH3:24])[CH:9]=2)[N:4]=1)[C:28]1[CH:33]=[CH:32][CH:31]=[CH:30][CH:29]=1. Procedure: According to the same manner as that described in Example 56, 2-chloromethyl-4- (3,4-dimethoxyphenyl ) -6,7-dimethoxyquinazoline was reacted with aniline to give 2-anilinomethyl-4-(3,4-dimethoxyphenyl)-6,7-dimethoxyquinazoline. This compound was recrystallized from ethanol. Colorless prisms, mp. 199°-200° C. Reactants: Cl.C(C)N1C(=NC=C1)C1=CC=C(C=C1)OC (1-ethyl-2-(4-methoxyphenyl)-1H-imidazole monohydrochloride), Br (hydrobromic acid). Run in C(C)(=O)O (acetic acid). Product: C(C)N1C(=NC=C1)C1=CC=C(C=C1)O (4-(1-ethyl-1H-imidazol-2-yl)phenol). As a reaction SMILES: Cl.[CH2:2]([N:4]1[CH:8]=[CH:7][N:6]=[C:5]1[C:9]1[CH:14]=[CH:13][C:12]([O:15]C)=[CH:11][CH:10]=1)[CH3:3].Br>C(O)(=O)C>[CH2:2]([N:4]1[CH:8]=[CH:7][N:6]=[C:5]1[C:9]1[CH:14]=[CH:13][C:12]([OH:15])=[CH:11][CH:10]=1)[CH3:3] |f:0.1|. Procedure: A mixture of 7 parts of 1-ethyl-2-(4-methoxyphenyl)-1H-imidazole monohydrochloride and 75 parts of hydrobromic acid solution 48% in glacial acetic acid is stirred and a refluxed for 2 hours. The reaction mixture is concentrated and a small amount of water is added to the concentrate. The whole is neutralized with sodium hydrogen carbonate. The precipitated product is filtered off and crystallized from a mixture of ethanol and water, yielding 3.3 parts of 4-(1-ethyl-1H-imidazol-2-yl)phenol.